From a dataset of the Open Reaction Database (ORD), a public repository of structured organic reaction records. describe an organic reaction: reactants, conditions, products, and yield Starting materials: CO, NCCCO, CC(C)(C)OC(=O)N1CCCC(=O)C1. The product is CC(C)(C)OC(=O)N1CCCC(NCCCO)C1. As a reaction SMILES: [CH3:20][OH:21].[NH2:15][CH2:16][CH2:17][CH2:18][OH:19].[O:1]=[C:2]1[CH2:3][N:4]([C:8](=[O:9])[O:10][C:11]([CH3:12])([CH3:13])[CH3:14])[CH2:5][CH2:6][CH2:7]1>>[CH:2]1([NH:15][CH2:16][CH2:17][CH2:18][OH:19])[CH2:3][N:4]([C:8](=[O:9])[O:10][C:11]([CH3:12])([CH3:13])[CH3:14])[CH2:5][CH2:6][CH2:7]1. The reactants are O (Water), BrCC(=O)C1=CC(=C(C(=C1)OCC1=CC=CC=C1)OCC1=CC=CC=C1)OCC1=CC=CC=C1 (2-Bromo-3′,4′,5′-tribenzyloxyacetophenone), C(C)(=O)O[C@H]1[C@H](O)O[C@@H]([C@H]([C@@H]1OC(C)=O)OC(C)=O)COC(C)=O (β-D-glucose-2,3,4,6-tetraacetate), [H-].[Na+] (sodium hydride). Solvent: COCCOC (DME). Reaction conditions: time 8 hour. Product: C(C)(=O)O[C@H]1[C@@H](O[C@@H]([C@H]([C@@H]1OC(C)=O)OC(C)=O)COC(C)=O)OCC(=O)C1=CC(=C(C(=C1)OCC1=CC=CC=C1)OCC1=CC=CC=C1)OCC1=CC=CC=C1 (2-(2,3,4,6-Tetra-O-acetyl-β-D-glucopyranosyloxy)-3′,4′,5′-tribenzyloxyacetophenone). As a reaction SMILES: Br[CH2:2][C:3]([C:5]1[CH:10]=[C:9]([O:11][CH2:12][C:13]2[CH:18]=[CH:17][CH:16]=[CH:15][CH:14]=2)[C:8]([O:19][CH2:20][C:21]2[CH:26]=[CH:25][CH:24]=[CH:23][CH:22]=2)=[C:7]([O:27][CH2:28][C:29]2[CH:34]=[CH:33][CH:32]=[CH:31][CH:30]=2)[CH:6]=1)=[O:4].[C:35]([O:38][C@@H:39]1[C@@H:45]([O:46][C:47](=[O:49])[CH3:48])[C@H:44]([O:50][C:51](=[O:53])[CH3:52])[C@@H:43]([CH2:54][O:55][C:56](=[O:58])[CH3:57])[O:42][C@H:40]1[OH:41])(=[O:37])[CH3:36].[H-].[Na+].O>COCCOC>[C:35]([O:38][C@@H:39]1[C@@H:45]([O:46][C:47](=[O:49])[CH3:48])[C@H:44]([O:50][C:51](=[O:53])[CH3:52])[C@@H:43]([CH2:54][O:55][C:56](=[O:58])[CH3:57])[O:42][C@H:40]1[O:41][CH2:2][C:3]([C:5]1[CH:10]=[C:9]([O:11][CH2:12][C:13]2[CH:18]=[CH:17][CH:16]=[CH:15][CH:14]=2)[C:8]([O:19][CH2:20][C:21]2[CH:26]=[CH:25][CH:24]=[CH:23][CH:22]=2)=[C:7]([O:27][CH2:28][C:29]2[CH:34]=[CH:33][CH:32]=[CH:31][CH:30]=2)[CH:6]=1)=[O:4])(=[O:37])[CH3:36] |f:2.3|. Procedure: 2-Bromo-3′,4′,5′-tribenzyloxyacetophenone (11) (2.59 g, 5 mmol) and β-D-glucose-2,3,4,6-tetraacetate (8) (1.74 g, 5 mmol) were dissolved in dry DME (50 mL) and sodium hydride (0.18 g, 7.5 mmol) (0.3 g 60% NaH suspension in oil) was added in small portions. The reaction mixture was allowed to be stirred at room temperature overnight. Water (50 mL) was added and the water phase extracted with DCM (3×25 mL). The organic layers were combined and washed with water (2×50 mL), dried (MgSO4) and evapora... Starting materials: CC(=O)[O-], CC(=O)[O-], CCCCCCC, ClCCl, OCc1cccc(F)c1, CCOC(=O)C=[N+]=[N-], [Rh+2]. The product is CCOC(=O)COCc1cccc(F)c1. Reaction SMILES: [C:28]([O-:29])(=[O:30])[CH3:31].[C:33]([O-:34])(=[O:35])[CH3:36].[CH3:21][CH2:22][CH2:23][CH2:24][CH2:25][CH2:26][CH3:27].[Cl:18][CH2:19][Cl:20].[F:1][c:2]1[cH:3][c:4]([CH2:5][OH:6])[cH:7][cH:8][cH:9]1.[N+:10](=[N-:11])=[CH:12][C:13](=[O:14])[O:15][CH2:16][CH3:17].[Rh+2:32]>>[F:1][c:2]1[cH:3][c:4]([CH2:5][O:6][CH2:12][C:13](=[O:14])[O:15][CH2:16][CH3:17])[cH:7][cH:8][cH:9]1. Reported procedure: The following compound of Example 410 was synthesized by carrying out reactions according to the methods described in Example 385 and Example 327, except for using the trans-2-(4-hydroxycyclohexyl)-1H-isoindole-1,3(2H)-dione obtained in Example 323, (a) and the 4-methyl-1H-indazol-5-ol obtained in Example 402, as starting materials. RXN SMILES: O[C@H:2]1[CH2:7][CH2:6][C@H:5]([N:8]2C(=O)C3C(=CC=CC=3)C2=O)[CH2:4][CH2:3]1.C(OC1C=C(C)C(NC(=O)C)=CC=1C)(=O)C.[CH3:35][C:36]1[C:44]([OH:45])=[CH:43][CH:42]=[C:41]2[C:37]=1[CH:38]=[N:39][NH:40]2>>[CH3:35][C:36]1[C:44]([O:45][C@H:3]2[CH2:2][CH2:7][CH2:6][C@H:5]([NH2:8])[CH2:4]2)=[CH:43][CH:42]=[C:41]2[C:37]=1[CH:38]=[N:39][NH:40]2. The reactants are O[C@@H]1CC[C@H](CC1)N1C(C2=CC=CC=C2C1=O)=O (trans-2-(4-hydroxycyclohexyl)-1H-isoindole-1,3(2H)-dione), C(C)(=O)OC1=C(C=C(C(=C1)C)NC(C)=O)C (4-(acetylamino)-2,5-dimethylphenyl acetate), CC1=C2C=NNC2=CC=C1O (4-methyl-1H-indazol-5-ol). Yields the product CC1=C2C=NNC2=CC=C1O[C@@H]1C[C@H](CCC1)N (trans-3-[(4-Methyl-1H-indazol-5-yl)oxy]cyclohexanamine). Reactants: 5-hydroxy-3,4-dihydro-2(1H)-naphthalenenone, epoxide, C1(CC=CC2=CC=CC=C12)=O (naphthalenone), C1(=CC=CC=2CC(CCC12)O)O (5,6,7,8-tetrahydro-1,6-naphthalenediol). Product: O1C(COC2=C3CCC(CC3=CC=C2)O)C1 (1,2,3,4-tetrahydro-5-[2,3-epoxy-propoxy]-2-naphthol). As a reaction SMILES: [C:1]1(=[O:11])C2C(=CC=CC=2)C=[CH:3][CH2:2]1.[C:12]1([OH:23])[C:21]2[CH2:20][CH2:19][CH:18]([OH:22])[CH2:17][C:16]=2[CH:15]=[CH:14][CH:13]=1>>[O:11]1[CH2:1][CH:2]1[CH2:3][O:23][C:12]1[CH:13]=[CH:14][CH:15]=[C:16]2[C:21]=1[CH2:20][CH2:19][CH:18]([OH:22])[CH2:17]2. Reported procedure: Employing the procedure of Example 3a, but substituting a 6-alkoxy-1-tetralone as shown in the left hand (first) column of Table II for 6-methoxy-1-tetralone, a 6-alkoxy-1-naphthol is produced, which is converted as per Example 3b to the corresponding 5-hydroxy-3,4-dihydro-2(1H)-naphthalenenone shown in the middle column of Table II; employing the procedure of Example 3c the naphthalenone is converted to the corresponding 5,6,7,8-tetrahydro-1,6-naphthalenediol which is reacted with an epoxide of...